Dataset: the Open Reaction Database (ORD), a public repository of structured organic reaction records. Task: describe an organic reaction: reactants, conditions, products, and yield The reactants are COc1ccccc1C(=O)c1nccn1CC(CCOS(C)(=O)=O)c1ccc(Cl)c(Cl)c1, CC#N, C1CCC(C23CCN(CC2)CC3)CC1. Product: COc1ccccc1C(=O)c1nccn1CC(CC[N+]12CCC(C3CCCCC3)(CC1)CC2)c1ccc(Cl)c(Cl)c1, CS(=O)(=O)[O-]. Reaction SMILES: [CH3:1][S:2](=[O:3])(=[O:4])[O:5][CH2:6][CH2:7][CH:8]([CH2:9][n:10]1[c:11]([C:15]([c:16]2[c:17]([O:22][CH3:23])[cH:18][cH:19][cH:20][cH:21]2)=[O:24])[n:12][cH:13][cH:14]1)[c:25]1[cH:26][c:27]([Cl:32])[c:28]([Cl:31])[cH:29][cH:30]1.[CH3:47][C:48]#[N:49].[CH:33]1([C:39]23[CH2:40][CH2:41][N:42]([CH2:43][CH2:44]2)[CH2:45][CH2:46]3)[CH2:34][CH2:35][CH2:36][CH2:37][CH2:38]1>>[CH2:6]([CH2:7][CH:8]([CH2:9][n:10]1[c:11]([C:15]([c:16]2[c:17]([O:22][CH3:23])[cH:18][cH:19][cH:20][cH:21]2)=[O:24])[n:12][cH:13][cH:14]1)[c:25]1[cH:26][c:27]([Cl:32])[c:28]([Cl:31])[cH:29][cH:30]1)[N+:42]12[CH2:41][CH2:40][C:39]([CH:33]3[CH2:34][CH2:35][CH2:36][CH2:37][CH2:38]3)([CH2:44][CH2:43]1)[CH2:46][CH2:45]2.[CH3:1][S:2](=[O:3])(=[O:4])[O-:5]. Starting materials: NC1=C(C2=C(OC3=C2C=CC=C3)C=C1Br)Br (2-Amino-1,3-dibromodibenzofuran), C(C)(C)(C)ON=O (t-butylnitrite), CCOCC (ether). Solvent: CN(C)C=O (DMF), CN(C)C=O (DMF). Reaction conditions: temperature 50 celsius, time 1 hour. The product is BrC1=CC(=CC=2OC3=C(C21)C=CC=C3)Br (1,3-Dibromodibenzofuran). The yield is 116.4%. As a reaction SMILES: C(ON=O)(C)(C)C.N[C:9]1[C:21]([Br:22])=[CH:20][C:12]2[O:13][C:14]3[CH:19]=[CH:18][CH:17]=[CH:16][C:15]=3[C:11]=2[C:10]=1[Br:23].CCOCC>CN(C=O)C>[Br:23][C:10]1[C:11]2[C:15]3[CH:16]=[CH:17][CH:18]=[CH:19][C:14]=3[O:13][C:12]=2[CH:20]=[C:21]([Br:22])[CH:9]=1. Procedure: To a solution of t-butylnitrite (0.89 ml, 7.2 mmol) dissolved in 10 ml of DMF at 50° C. was added dropwise a solution of 2-amino-1,3-dibromodibenzofuran 17 (1.0 g, 2.9 mmol) in 10 ml of DMF with nitrogen evolution. After stirring at 50° C. for 1 hour the reaction was diluted into ether and washed successively with H2O and saturated NaCl. Drying over MgSO4 and evaporation gave 1.1 g of a red solid which was purified by flash chromatography through 100 g of silica gel (20% methylene chloride: hexa... Reactants: BrC=1C=C(C=O)C=CC1 (3-bromobenzaldehyde), C(CC(=O)O)(=O)O (malonic acid), C(C)(=O)[O-].[NH4+] (ammonium acetate), ( 1 ). Run in C(C)O (ethanol). Run at temperature 0 celsius. Product: NC(CC(=O)O)C1=CC(=CC=C1)Br (3-amino-3-(3-bromophenyl)propanoic acid). The yield is 69.8%. As a reaction SMILES: [Br:1][C:2]1[CH:3]=[C:4]([CH:7]=[CH:8][CH:9]=1)[CH:5]=O.[C:10]([OH:16])(=[O:15])[CH2:11]C(O)=O.C([O-])(=O)C.[NH4+:21]>C(O)C>[NH2:21][CH:5]([C:4]1[CH:7]=[CH:8][CH:9]=[C:2]([Br:1])[CH:3]=1)[CH2:11][C:10]([OH:16])=[O:15] |f:2.3|. Reported procedure: Step Z (1). A mixture of 200 grams (1.08 mol) of 3-bromobenzaldehyde, 112 grams (1.08 mol) of malonic acid, and 166.5 g (2.16 mol) of ammonium acetate was suspended in 1.125 liters of absolute ethanol. The mixture was mechanically stirred and brought to reflux temperature, whereupon the solution clarified. The mixture was kept at reflux for 16 h, and a precipitate formed. The mixture was chilled to 0° C., and the solid product was collected by filtration and washed with cold ethanol to yield 184...